Dataset: the Open Reaction Database (ORD), a public repository of structured organic reaction records. Task: describe an organic reaction: reactants, conditions, products, and yield Starting materials: CCCOCCOc1ccc2c(c1)C=C(C(=O)OC)CCN2C(=O)CC, C1CCOC1, CO, [Na+], [OH-]. Yields the product CCCOCCOc1ccc2c(c1)C=C(C(=O)O)CCN2C(=O)CC. RXN SMILES: [C:1]([CH2:2][CH3:3])(=[O:4])[N:5]1[CH2:6][CH2:7][C:8]([C:23](=[O:24])[O:25][CH3:26])=[CH:9][c:10]2[c:11]1[cH:12][cH:13][c:14]([O:16][CH2:17][CH2:18][O:19][CH2:20][CH2:21][CH3:22])[cH:15]2.[CH2:31]1[O:32][CH2:33][CH2:34][CH2:35]1.[CH3:29][OH:30].[Na+:28].[OH-:27]>>[C:1]([CH2:2][CH3:3])(=[O:4])[N:5]1[CH2:6][CH2:7][C:8]([C:23](=[O:24])[OH:25])=[CH:9][c:10]2[c:11]1[cH:12][cH:13][c:14]([O:16][CH2:17][CH2:18][O:19][CH2:20][CH2:21][CH3:22])[cH:15]2. Starting materials: ClC1=CC(=C(C=C1)I)C(F)(F)F (4-chloro-1-iodo-2-trifluromethylbenzene), CN(C=O)C (N,N-dimethylformamide). The reagents and catalysts are [C-]#N.[Zn+2].[C-]#N (zinc cyanide), C=1C=CC(=CC1)[P](C=2C=CC=CC2)(C=3C=CC=CC3)[Pd]([P](C=4C=CC=CC4)(C=5C=CC=CC5)C=6C=CC=CC6)([P](C=7C=CC=CC7)(C=8C=CC=CC8)C=9C=CC=CC9)[P](C=1C=CC=CC1)(C=1C=CC=CC1)C=1C=CC=CC1 (tetrakis(triphenylphosphine)palladium(0)). The solvent is C1(=CC=CC=C1)C (toluene). Run at temperature 80 celsius. Product: hexanes dichloromethane, ClC1=CC(=C(C#N)C=C1)C(F)(F)F (4-chloro-2-trifluoromethylbenzonitrile). The yield is 63.0%. As a reaction SMILES: [Cl:1][C:2]1[CH:7]=[CH:6][C:5](I)=[C:4]([C:9]([F:12])([F:11])[F:10])[CH:3]=1.[CH3:13][N:14](C)C=O>C1(C)C=CC=CC=1.[C-]#N.[Zn+2].[C-]#N.C1C=CC([P]([Pd]([P](C2C=CC=CC=2)(C2C=CC=CC=2)C2C=CC=CC=2)([P](C2C=CC=CC=2)(C2C=CC=CC=2)C2C=CC=CC=2)[P](C2C=CC=CC=2)(C2C=CC=CC=2)C2C=CC=CC=2)(C2C=CC=CC=2)C2C=CC=CC=2)=CC=1>[Cl:1][C:2]1[CH:7]=[CH:6][C:5]([C:13]#[N:14])=[C:4]([C:9]([F:12])([F:11])[F:10])[CH:3]=1 |f:3.4.5,^1:33,35,54,73|. Procedure: Add 4-chloro-1-iodo-2-trifluromethylbenzene (1500 mg, 4.89 mmol), zinc cyanide (345 mg, 2.94 mmol), and tetrakis(triphenylphosphine)palladium(0) (564 mg, 0.488 mmol) to anhydrous N,N-dimethylformamide (40 mL). Heat to 80° C. overnight. Cool to room temperature, dilute with toluene, wash with 2 N ammonium hydroxide (3×), saturated aqueous sodium chloride, dry, filter, concentrate to give a residue. Chromatograph the residue on silica gel eluting with hexanes/dichloromethane, to give 4-chloro-2-tr...